Task: describe an organic reaction: reactants, conditions, products, and yield. Dataset: the Open Reaction Database (ORD), a public repository of structured organic reaction records Reactants: N(O)=S1NC(CC=C1)=O (oximino-thiazin-3-one), [Cl-] (chloride), [OH-].[Na+] (sodium hydroxide), NC(C)S (aminoethanethiol), C(C)O (ethanol). Product: N(O)=C1SCCNC1=O (oximino-tetrahydro-1,4-thiazin-3-one). As a reaction SMILES: N(=S1C=C[CH2:6][C:5](=O)[NH:4]1)O.[Cl-].[OH-:11].[Na+].[NH2:13][CH:14]([SH:16])[CH3:15].C([OH:19])C>>[N:13](=[C:14]1[C:15](=[O:19])[NH:4][CH2:5][CH2:6][S:16]1)[OH:11] |f:2.3|. Procedure details: The oximino-thiazin-3-one compounds can be prepared in accordance with a method disclosed in U.S. Pat. No. 3,894,150. Ethoxycarbonylformhydroxamoyl chloride is added to a solution of sodium hydroxide, ethanol and aminoethanethiol to produce an oximino-tetrahydro-1,4-thiazin-3-one.